Dataset: the Open Reaction Database (ORD), a public repository of structured organic reaction records. Task: describe an organic reaction: reactants, conditions, products, and yield The reactants are F[C@@]1(CN(CCC1)C(=O)OC(C)(C)C)CNC1=C2C=CC=NC2=CC(=N1)C=1C=NN(C1)COC (1,1-dimethylethyl (3R)-3-fluoro-3-{[(7-{1-[(methyloxy)methyl]-1H-pyrazol-4-yl}-1,6-naphthyridin-5-yl)amino]methyl}-1-piperidinecarboxylate), FC(C(=O)O)(F)F (trifluoroacetic acid). Run in C(Cl)Cl (DCM). Run at time 2 hour. Yields the product F[C@@]1(CNCCC1)CNC=1C=2C=CC=NC2C=C(N1)C=1C=NN(C1)COC (N-{[(3S)-3-Fluoro-3-piperidinyl]methyl}-7-{1-[(methyloxy)methyl]-1H-pyrazol-4-yl}-1,6-naphthyridin-5-amine). Yield: 54.5%. RXN SMILES: [F:1][C@@:2]1([CH2:15][NH:16][C:17]2[N:26]=[C:25]([C:27]3[CH:28]=[N:29][N:30]([CH2:32][O:33][CH3:34])[CH:31]=3)[CH:24]=[C:23]3[C:18]=2[CH:19]=[CH:20][CH:21]=[N:22]3)[CH2:7][CH2:6][CH2:5][N:4](C(OC(C)(C)C)=O)[CH2:3]1.FC(F)(F)C(O)=O>C(Cl)Cl>[F:1][C@@:2]1([CH2:15][NH:16][C:17]2[C:18]3[CH:19]=[CH:20][CH:21]=[N:22][C:23]=3[CH:24]=[C:25]([C:27]3[CH:28]=[N:29][N:30]([CH2:32][O:33][CH3:34])[CH:31]=3)[N:26]=2)[CH2:7][CH2:6][CH2:5][NH:4][CH2:3]1. Procedure details: To 1,1-dimethylethyl (3R)-3-fluoro-3-{[(7-{1-[(methyloxy)methyl]-1H-pyrazol-4-yl}-1,6-naphthyridin-5-yl)amino]methyl}-1-piperidinecarboxylate (813 mg, 1.728 mmol) in DCM (10 ml) was added trifluoroacetic acid (2 ml, 26.0 mmol) and stirred at room temperature for 2 h. LCMS showed product as the main peak. The solvent was removed and dissolved in methanol and loaded onto a pre-equilibrated 50 g SCX cartridge. Washed with methanol and eluted with 2M methanolic ammonia. The solvent from the ammonia ... Conditions: time 8 hour. Reaction SMILES: [O-2:1].[Mg+2:2].[Cl-:3].[Na+:4].O>>[Cl-:3].[Mg+2:2].[Cl-:3].[Cl-:3].[Na+:4].[OH2:1].[Mg+2:2].[Cl-:3].[Cl-:3] |f:0.1,2.3.4,5.6.7.8.9.10,11.12.13|. The reactants are [Cl-].[Na+].O (brine), [O-2].[Mg+2] (magnesium oxide). Product: [Cl-].[Mg+2].[Cl-].[Cl-].[Na+].O (magnesium chloride brine), [Mg+2].[Cl-].[Cl-] (MgCl2), FeCl3. Reported procedure: A magnesium chloride-brine containing 360 g/L MgCl2 and 35 g/L FeCl3 was prepared. Samples of equal volumes (150 mL) of the brine were then neutralized to a pH of 1.8-2.0 with the same amount of magnesium oxide, one sample being neutralized at 95° C. and the other sample being neutralized at 105° C. The resultant samples were then allowed to react for one hour, with the respective temperatures being maintained constant. The resultant slurries were then allowed to stand overnight. Starting materials: C1(=CC=CC=C1)C1=NN(C=C1)CC(=O)O (2-(3-phenylpyrazol-1-yl)acetic acid), NCC1CN(CC1)CC1=CC(=C(C=C1)Cl)Cl (3-aminomethyl-1-(3,4-dichlorobenzyl)pyrrolidine), NCC1CN(CC1)CC1=CC=CC=C1 (3-aminomethyl-1-benzylpyrrolidine). Product: C(C1=CC=CC=C1)N1CC(CC1)CNC(CN1N=C(C=C1)C1=CC=CC=C1)=O (N-[1-(benzyl)-pyrrolidin-3-(RS)-ylmethyl]-2-(3-phenylpyrazol-1-yl)acetamide). Reaction SMILES: [C:1]1([C:7]2[CH:11]=[CH:10][N:9]([CH2:12][C:13]([OH:15])=O)[N:8]=2)[CH:6]=[CH:5][CH:4]=[CH:3][CH:2]=1.[NH2:16][CH2:17][CH:18]1[CH2:22][CH2:21][N:20]([CH2:23][C:24]2[CH:29]=[CH:28][C:27](Cl)=[C:26](Cl)[CH:25]=2)[CH2:19]1.NCC1CCN(CC2C=CC=CC=2)C1>>[CH2:23]([N:20]1[CH2:21][CH2:22][CH:18]([CH2:17][NH:16][C:13](=[O:15])[CH2:12][N:9]2[CH:10]=[CH:11][C:7]([C:1]3[CH:2]=[CH:3][CH:4]=[CH:5][CH:6]=3)=[N:8]2)[CH2:19]1)[C:24]1[CH:29]=[CH:28][CH:27]=[CH:26][CH:25]=1. Procedure: Proceeding as described above but substituting 4-(2,5-dimethylphenyl)-4-oxobutyric acid with 2-(3-phenylpyrazol-1-yl)acetic acid and 3-aminomethyl-1-(3,4-dichlorobenzyl)pyrrolidine with 3-aminomethyl-1-benzylpyrrolidine gave N-[1-(benzyl)-pyrrolidin-3-(RS)-ylmethyl]-2-(3-phenylpyrazol-1-yl)acetamide. Starting materials: O1C(=CSC2=C1C=CC=C2)C(C(=O)O)=NOC (2-(1,4-Benzoxathiin-2-yl)-2-methoxyiminoacetic acid), NC1[C@@H]2N(C(=C(CS2)CSC=2SC=NN2)C(=O)O)C1=O (7-amino-3-(1,3,4-thiadiazol-2-yl)thiomethyl-3-cephem-4-carboxylic acid). The product is O1C(=CSC2=C1C=CC=C2)C(C(=O)NC2[C@@H]1N(C(=C(CS1)CSC=1SC=NN1)C(=O)O)C2=O)=NOC (7-[2-(1,4-Benzoxathiin-2-yl)-2-methoxyiminoacetamido]-3-(1,3,4-thiadiazol-2-yl)thiomethyl-3-cephem-4-carboxylic acid). Reaction SMILES: [O:1]1[C:6]2[CH:7]=[CH:8][CH:9]=[CH:10][C:5]=2[S:4][CH:3]=[C:2]1[C:11](=[N:15][O:16][CH3:17])[C:12]([OH:14])=O.[NH2:18][CH:19]1[C:36](=[O:37])[N:21]2[C:22]([C:33]([OH:35])=[O:34])=[C:23]([CH2:26][S:27][C:28]3[S:29][CH:30]=[N:31][N:32]=3)[CH2:24][S:25][C@H:20]12>>[O:1]1[C:6]2[CH:7]=[CH:8][CH:9]=[CH:10][C:5]=2[S:4][CH:3]=[C:2]1[C:11](=[N:15][O:16][CH3:17])[C:12]([NH:18][CH:19]1[C:36](=[O:37])[N:21]2[C:22]([C:33]([OH:35])=[O:34])=[C:23]([CH2:26][S:27][C:28]3[S:29][CH:30]=[N:31][N:32]=3)[CH2:24][S:25][C@H:20]12)=[O:14]. Procedure details: 2-(1,4-Benzoxathiin-2-yl)-2-methoxyiminoacetic acid (syn isomer, 0.85 g.) was allowed to react with 7-amino-3-(1,3,4-thiadiazol-2-yl)thiomethyl-3-cephem-4-carboxylic acid (1.09 g.) in a similar manner to that of Example 1 to give the captioned compound (1.50 g.), yellow powder, mp. 157° to 161° C. (dec.). Starting materials: C(C)(=O)O\C=C\C (trans-propenyl acetate), CN(C)C(OC(C)(C)C)N(C)C (bis(dimethylamino)-tert.-butoxymethane). Product: CN(/C=C/C(=O)O\C=C\C)C (trans-3-(dimethylamino)-2-propenoic acid, trans-propenyl ester). Isolated yield 90.9%. RXN SMILES: [C:1]([O:4]/[CH:5]=[CH:6]/[CH3:7])(=[O:3])[CH3:2].[CH3:8][N:9]([CH:11](N(C)C)OC(C)(C)C)[CH3:10]>>[CH3:8][N:9]([CH3:11])/[CH:10]=[CH:2]/[C:1]([O:4]/[CH:5]=[CH:6]/[CH3:7])=[O:3]. Procedure details: A solution of 20.0 g (0.2 mole) of trans-propenyl acetate and 101.0 g (0.6 mole) of bis(dimethylamino)-tert.-butoxymethane under argon was heated at 50° C. overnight (161/2 hours). The excess reagent was removed by vacuum distillation (0.7 mmHg, oil bath at 50° C.). The residue was chromatographed rapidly on 300 g of silica gel 60 eluting with ethyl acetate/hexane (2:3 parts by volume) to give 28.2 g (91%) of trans-3-(dimethylamino)-2-propenoic acid, trans-propenyl ester which was used in the ne...